describe an organic reaction: reactants, conditions, products, and yield From a dataset of the Open Reaction Database (ORD), a public repository of structured organic reaction records. The reactants are C1COCCO1, C1CNCCN1, Clc1ccc2ncnc(Cl)c2n1. Yields the product Clc1ccc2ncnc(N3CCNCC3)c2n1. Reaction SMILES: [CH2:19]1[O:20][CH2:21][CH2:22][O:23][CH2:24]1.[CH2:1]1[CH2:2][NH:3][CH2:4][CH2:5][NH:6]1.[Cl:7][c:8]1[c:9]2[c:10]([n:11][cH:12][n:13]1)[cH:14][cH:15][c:16]([Cl:18])[n:17]2>>[CH2:1]1[CH2:2][N:3]([c:8]2[c:9]3[c:10]([n:11][cH:12][n:13]2)[cH:14][cH:15][c:16]([Cl:18])[n:17]3)[CH2:4][CH2:5][NH:6]1. Reactants: [H-].[Na+] (sodium hydride), oil, ice water, [H][H] (hydrogen), intermediate 54, ClC=1C=CC(=C(C1)COC1OCCCC1)[N+](=O)[O-] (2-[(5-chloro-2-nitrophenyl)methoxy]-tetrahydro-2H-pyran), C1(=CC=CC=C1)CC#N (benzeneacetonitrile), 20.2, tris-2,2,2-(2-methoxyethoxy)ethanamine. The solvent is CN(C(C)=O)C (N,N-dimethylacetamide), CN(C(C)=O)C (N,N-dimethylacetamide), CN(C(C)=O)C (N,N-dimethylacetamide). Conditions: time 15 minute. Product: 26.2, [N+](=O)([O-])C1=C(C=C(C=C1)C(C#N)C1=CC=CC=C1)COC1OCCCC1 (4-nitro-α-phenyl-3-[[(tetrahydro-2H-pyran-2-yl)oxy]methyl]benzeneacetonitrile). Yield: 100.0%. Reaction SMILES: [H-].[Na+].[C:3]1([CH2:9][C:10]#[N:11])[CH:8]=[CH:7][CH:6]=[CH:5][CH:4]=1.[H][H].Cl[C:15]1[CH:16]=[CH:17][C:18]([N+:29]([O-:31])=[O:30])=[C:19]([CH2:21][O:22][CH:23]2[CH2:28][CH2:27][CH2:26][CH2:25][O:24]2)[CH:20]=1>CN(C)C(=O)C>[N+:29]([C:18]1[CH:17]=[CH:16][C:15]([CH:9]([C:3]2[CH:8]=[CH:7][CH:6]=[CH:5][CH:4]=2)[C:10]#[N:11])=[CH:20][C:19]=1[CH2:21][O:22][CH:23]1[CH2:28][CH2:27][CH2:26][CH2:25][O:24]1)([O-:31])=[O:30] |f:0.1|. Reported procedure: To a mixture of 7.13 parts of a dispersion of sodium hydride in mineral oil (50%) and 94 parts of N,N-dimethylacetamide was added dropwise a solution of 9.1 parts of benzeneacetonitrile in 18.8 parts of N,N-dimethylacetamide. After the hydrogen evolution had ceased, there were added 1.28 parts of tris-2,2,2-(2-methoxyethoxy)ethanamine and a solution of 20.2 parts of intermediate 54, namely 2-[(5-chloro-2-nitrophenyl)methoxy]-tetrahydro-2H-pyran, in 28.2 parts of N,N-dimethylacetamide. After 15 m... Starting materials: CS(=O)(=O)Cl (methanesulphonylchloride), C(C1=CC=CC=C1)OC(=O)N1CCC(CC1)CO (1-benzyloxycarbonyl-4-hydroxymethylpiperidine). The solvent is ClCCl (dichloromethane), ClCCl (dichloromethane). Reaction conditions: temperature 5 celsius, time 1 hour. The product is C(C1=CC=CC=C1)OC(=O)N1CCC(CC1)COS(=O)(=O)C (1-benzyloxycarbonyl-4-methanesulphonyloxymethylpiperidine). Reaction SMILES: [CH3:1][S:2](Cl)(=[O:4])=[O:3].[CH2:6]([O:13][C:14]([N:16]1[CH2:21][CH2:20][CH:19]([CH2:22][OH:23])[CH2:18][CH2:17]1)=[O:15])[C:7]1[CH:12]=[CH:11][CH:10]=[CH:9][CH:8]=1>ClCCl>[CH2:6]([O:13][C:14]([N:16]1[CH2:21][CH2:20][CH:19]([CH2:22][O:23][S:2]([CH3:1])(=[O:4])=[O:3])[CH2:18][CH2:17]1)=[O:15])[C:7]1[CH:12]=[CH:11][CH:10]=[CH:9][CH:8]=1. Reported procedure: A solution of methanesulphonylchloride (7.7 ml) in dichloromethane (50 ml) was added dropwise to a stirred solution of 1-benzyloxycarbonyl-4-hydroxymethylpiperidine (23.4 g) in dichloromethane (350 ml) cooled to 5° C. Stirring was continued for 1 hour, then the solution was washed with water (4×150 ml) and saturated aqueous sodium chloride (100 ml), dried and concentrated. The residue was crystallised from tetrachloromethane (250 ml) to give 1-benzyloxycarbonyl-4-methanesulphonyloxymethylpiperid...